This data is from the Open Reaction Database (ORD), a public repository of structured organic reaction records. The task is: describe an organic reaction: reactants, conditions, products, and yield The reactants are C(=O)(OCC)C=C1C2CCC1CC2 (7-carbethoxymethylene-bicyclo[2.2.1]heptane), [OH-].[K+] (potassium hydroxide), C(C)O (ethanol), [H][H] (hydrogen). The reagents and catalysts are [Pd] (palladium on carbon). The solvent is O (water). Product: C12CCC(CC1)C2CC(=O)O (bicyclo[2.2.1]hept-7-yl acetic acid). RXN SMILES: [C:1]([CH:6]=[C:7]1[CH:11]2[CH2:12][CH2:13][CH:8]1[CH2:9][CH2:10]2)([O:3]CC)=[O:2].C(O)C.[H][H].[OH-].[K+]>[Pd].O>[CH:8]12[CH:7]([CH2:6][C:1]([OH:3])=[O:2])[CH:11]([CH2:10][CH2:9]1)[CH2:12][CH2:13]2 |f:3.4|. Procedure: A mixture containing 0.05 mole of 7-carbethoxymethylene-bicyclo[2.2.1]heptane and 5 g. of 5% palladium on carbon catalyst and 250 ml. of ethanol is stirred under hydrogen until no more hydrogen is absorbed (about 1.2 liters are absorbed). The catalyst is removed by filtration and a solution containing 0.1 mole of potassium hydroxide in 20 ml. of water is added to the filtrate. The solution is then refluxed until no more starting material is observed by thin-layer chromatographic monitoring. The ... The reactants are CC(C)(C)OC(=O)c1ccc(CCc2cnccc2CCc2ccccc2)cc1, ClCCl, O=C(O)C(F)(F)F. Product: O=C(O)c1ccc(CCc2cnccc2CCc2ccccc2)cc1. Reaction SMILES: [CH2:1]([CH2:2][c:3]1[cH:4][cH:5][cH:6][cH:7][cH:8]1)[c:9]1[c:10]([CH2:15][CH2:16][c:17]2[cH:18][cH:19][c:20]([C:21](=[O:22])[O:23][C:24]([CH3:25])([CH3:26])[CH3:27])[cH:28][cH:29]2)[cH:11][n:12][cH:13][cH:14]1.[Cl:37][CH2:38][Cl:39].[OH:30][C:31]([C:32]([F:33])([F:34])[F:35])=[O:36]>>[CH2:1]([CH2:2][c:3]1[cH:4][cH:5][cH:6][cH:7][cH:8]1)[c:9]1[c:10]([CH2:15][CH2:16][c:17]2[cH:18][cH:19][c:20]([C:21](=[O:22])[OH:23])[cH:28][cH:29]2)[cH:11][n:12][cH:13][cH:14]1. Starting materials: CCOC(C)=O, [H][H], COC(=O)c1ccc(O)c(C=C(C)C)c1. The product is COC(=O)c1ccc(O)c(CC(C)C)c1. As a reaction SMILES: [CH3:16][CH2:17][O:18][C:19]([CH3:20])=[O:21].[H:22][H:23].[OH:1][c:2]1[c:3]([CH:12]=[C:13]([CH3:14])[CH3:15])[cH:4][c:5]([C:6](=[O:7])[O:8][CH3:9])[cH:10][cH:11]1>>[OH:1][c:2]1[c:3]([CH2:12][CH:13]([CH3:14])[CH3:15])[cH:4][c:5]([C:6](=[O:7])[O:8][CH3:9])[cH:10][cH:11]1. Starting materials: Cn1ncc([N+](=O)[O-])c1C1=CCN(C(=O)OC(C)(C)C)CC1, CCO, [Cl-], [Fe], [NH4+], O. Yields the product Cn1ncc(N)c1C1=CCN(C(=O)OC(C)(C)C)CC1. Reaction SMILES: [CH3:1][n:2]1[n:3][cH:4][c:5]([N+:20]([O-:21])=[O:22])[c:6]1[C:7]1=[CH:8][CH2:9][N:10]([C:13](=[O:14])[O:15][C:16]([CH3:17])([CH3:18])[CH3:19])[CH2:11][CH2:12]1.[CH3:25][CH2:26][OH:27].[Cl-:23].[Fe:29].[NH4+:24].[OH2:28]>>[CH3:1][n:2]1[n:3][cH:4][c:5]([NH2:20])[c:6]1[C:7]1=[CH:8][CH2:9][N:10]([C:13](=[O:14])[O:15][C:16]([CH3:17])([CH3:18])[CH3:19])[CH2:11][CH2:12]1. Starting materials: O=C([O-])O, CCOC(=O)C(C)(C)Oc1cc(N)cc(C(F)(F)F)c1, CCOC(=O)C(C)(C)Oc1cc(NC(=O)OC(C)(C)C)cc(C(F)(F)F)c1, CC(C)(C)OC(=O)OC(=O)OC(C)(C)C, [Na+], C1COCCO1, O. Yields the product CCOC(=O)C(C)(C)Oc1cc(N(C)C(=O)OC(C)(C)C)cc(C(F)(F)F)c1. Reaction SMILES: [C:63](=[O:64])([O-:65])[OH:66].[CH2:1]([O:2][C:3](=[O:4])[C:5]([O:6][c:7]1[cH:8][c:9]([C:10]([F:11])([F:12])[F:13])[cH:14][c:15]([NH2:16])[cH:17]1)([CH3:18])[CH3:19])[CH3:20].[CH2:21]([CH3:22])[O:23][C:24]([C:25]([CH3:26])([CH3:27])[O:28][c:29]1[cH:30][c:31]([NH:39][C:40](=[O:41])[O:42][C:43]([CH3:44])([CH3:45])[CH3:46])[cH:32][c:33]([C:35]([F:36])([F:37])[F:38])[cH:34]1)=[O:47].[CH3:48][C:49]([O:50][C:51]([O:52][C:53]([O:54][C:55]([CH3:56])([CH3:57])[CH3:58])=[O:59])=[O:60])([CH3:61])[CH3:62].[Na+:67].[O:69]1[CH2:70][CH2:71][O:72][CH2:73][CH2:74]1.[OH2:68]>>[CH3:1][N:39]([c:31]1[cH:30][c:29]([O:28][C:25]([C:24]([O:23][CH2:21][CH3:22])=[O:47])([CH3:26])[CH3:27])[cH:34][c:33]([C:35]([F:36])([F:37])[F:38])[cH:32]1)[C:40](=[O:41])[O:42][C:43]([CH3:44])([CH3:45])[CH3:46]. Product: CN(CCC1=CN(C2=C(C=CC(=C12)OC1=C(N)C=CC=C1)F)CC)C (2-(3-(2-(dimethylamino)ethyl)-1-ethyl-7-fluoro-1H-indol-4-yloxy)aniline). The reactants are CN(CCC1=CN(C=2C(=CC=C(C12)O)F)C)C (3-(2-Dimethylaminoethyl)-7-fluoro-1-methyl-1H-indol-4-ol), C(C)N1C=C(C2=C(C=CC(=C12)F)OC1=C(C=CC=C1)[N+](=O)[O-])CCN(C)C (2-(1-ethyl-7-fluoro-4-(2-nitrophenoxy)-1H-indol-3-yl)-N,N-dimethylethanamine). RXN SMILES: CN(C)CCC1C2C(O)=CC=C(F)C=2N(C)C=1.[CH2:18]([N:20]1[C:28]2[C:23](=[C:24]([O:30][C:31]3[CH:36]=[CH:35][CH:34]=[CH:33][C:32]=3[N+:37]([O-])=O)[CH:25]=[CH:26][C:27]=2[F:29])[C:22]([CH2:40][CH2:41][N:42]([CH3:44])[CH3:43])=[CH:21]1)[CH3:19]>[Pd]>[CH3:44][N:42]([CH3:43])[CH2:41][CH2:40][C:22]1[C:23]2[C:28](=[C:27]([F:29])[CH:26]=[CH:25][C:24]=2[O:30][C:31]2[CH:36]=[CH:35][CH:34]=[CH:33][C:32]=2[NH2:37])[N:20]([CH2:18][CH3:19])[CH:21]=1. Procedure details: Following the procedure (step 8, scheme 1) used to prepare compound 1-9c, compound 2-2 was used as starting material, using Pd/C (10%) as source of Pd to obtain compound 2-3. The reagents and catalysts are [Pd] (Pd), [Pd] (Pd/C). Starting materials: SC=1SC2=C(N1)C=CC=C2 (2-mercaptobenzothiazole), [OH-].[Na+] (sodium hydroxide), ice water, FC1=C(CBr)C(=C(C(=C1F)F)F)F (2,3,4,5,6-pentafluorobenzyl bromide). Run in C(C)O (ethanol). Reaction conditions: time 1 minute. Yields the product FC1=C(CSC=2SC3=C(N2)C=CC=C3)C(=C(C(=C1F)F)F)F (2-(2,3,4,5,6-Pentafluorobenzylthio)benzothiazole). As a reaction SMILES: [SH:1][C:2]1[S:3][C:4]2[CH:10]=[CH:9][CH:8]=[CH:7][C:5]=2[N:6]=1.[OH-].[Na+].[F:13][C:14]1[C:21]([F:22])=[C:20]([F:23])[C:19]([F:24])=[C:18]([F:25])[C:15]=1[CH2:16]Br>C(O)C>[F:13][C:14]1[C:21]([F:22])=[C:20]([F:23])[C:19]([F:24])=[C:18]([F:25])[C:15]=1[CH2:16][S:1][C:2]1[S:3][C:4]2[CH:10]=[CH:9][CH:8]=[CH:7][C:5]=2[N:6]=1 |f:1.2|. Procedure details: To a slurry of 1.67 g of the 2-mercaptobenzothiazole in 18 ml of hot 95% ethanol was added 0.4 g of sodium hydroxide. After all materials had dissolved, the mixture was added to 2.79 g of 2,3,4,5,6-pentafluorobenzyl bromide. The mixture was stirred at 30°-32° C. for 1 minute, then poured into 75 ml ice-water. The product precipitated, was filtered and dried to yield 3.21 g, mp 58°-59.5° C. Recrystallization from aqueous ethanol yielded 2.19 g, mp 51°-53° C.